From a dataset of the Open Reaction Database (ORD), a public repository of structured organic reaction records. describe an organic reaction: reactants, conditions, products, and yield Reactants: ClC1=CC=C(OC2=C(CN)C=CC=C2)C=C1 (2-(4-chlorophenoxy)benzylamine), C(C1=CC=CC=C1)(=O)N1CCC(CC1)=O (N-benzoyl-4-piperidone), [BH-](OC(=O)C)(OC(=O)C)OC(=O)C.[Na+] (NaBH(OAc)3), C(C)(=O)O (acetic acid). The solvent is ClCCCl (DCE). The product is ClC1=CC=C(OC2=C(CNC3CCN(CC3)C(=O)C3=CC=CC=C3)C=CC=C2)C=C1 ({4-[2-(4-chlorophenoxy)benzylamino]piperidin-1-yl}phenylmethanone). The yield is 84.4%. Reaction SMILES: [Cl:1][C:2]1[CH:16]=[CH:15][C:5]([O:6][C:7]2[CH:14]=[CH:13][CH:12]=[CH:11][C:8]=2[CH2:9][NH2:10])=[CH:4][CH:3]=1.[C:17]([N:25]1[CH2:30][CH2:29][C:28](=O)[CH2:27][CH2:26]1)(=[O:24])[C:18]1[CH:23]=[CH:22][CH:21]=[CH:20][CH:19]=1.[BH-](OC(C)=O)(OC(C)=O)OC(C)=O.[Na+].C(O)(=O)C>ClCCCl>[Cl:1][C:2]1[CH:16]=[CH:15][C:5]([O:6][C:7]2[CH:14]=[CH:13][CH:12]=[CH:11][C:8]=2[CH2:9][NH:10][CH:28]2[CH2:29][CH2:30][N:25]([C:17]([C:18]3[CH:23]=[CH:22][CH:21]=[CH:20][CH:19]=3)=[O:24])[CH2:26][CH2:27]2)=[CH:4][CH:3]=1 |f:2.3|. Procedure: A solution of 2-(4-chlorophenoxy)benzylamine (AMR01076, 100 mg, 0.428 mmol) and N-benzoyl-4-piperidone (87 mg, 0.428 mmol) in DCE (5 mL) was treated with NaBH(OAc)3 (127 mg, 0.60 mmol) and acetic acid (26 mg, 0.428 mmol). The mixture was stirred at room temperature under a N2 atmosphere until TLC showed that the reactants were consumed (30 min). Then, it was quenched with saturated NaHCO3 solution, the aqueous layer was washed with DCM (2×20 mL), and the combined organic layers were dried (MgSO4... Starting materials: P(Br)(Br)Br (phosphorus tribromide), C1OC=2C=C(CCO)C=CC2O1 (3,4-methylenedioxyphenethyl alcohol). Run in C(Cl)(Cl)(Cl)Cl (carbon tetrachloride), C(Cl)(Cl)(Cl)Cl (carbon tetrachloride). Product: C1OC=2C=C(CCBr)C=CC2O1 (3,4-Methylenedioxyphenethyl bromide). Yield: 121.1%. Reaction SMILES: P(Br)(Br)[Br:2].[CH2:5]1[O:16][C:15]2[CH:14]=[CH:13][C:9]([CH2:10][CH2:11]O)=[CH:8][C:7]=2[O:6]1>C(Cl)(Cl)(Cl)Cl>[CH2:5]1[O:16][C:15]2[CH:14]=[CH:13][C:9]([CH2:10][CH2:11][Br:2])=[CH:8][C:7]=2[O:6]1. Procedure details: A solution of phosphorus tribromide (8.1 g) in carbon tetrachloride (50 ml) was added dropwise over 30 minutes to a stirred solution of 3,4-methylenedioxyphenethyl alcohol (15.0 g) (see Preparation 5) in carbon tetrachloride (200 ml) and the mixture was heated under reflux for 3 hours, washed sequentially with water (twice), 5M aqueous sodium hydroxide solution and water, dried over magnesium sulphate and evaporated. The residue was purified by chromatography on silica (100 g) using carbon tetra... The reactants are COC/C=C/C=1C=C(C=O)C=C(C1)C(F)(F)F (3-[(1E)-3-Methoxyprop-1-en-1-yl]-5-(trifluoromethyl)benzaldehyde), [BH4-].[Na+] (sodium borohydride), C1(CC1)N (cyclopropylamine), [O-]S(=O)(=O)[O-].[Mg+2] (MgSO4). The solvent is C(Cl)Cl (CH2Cl2), C1CCOC1 (THF), CO (MeOH). Run at time 18 hour. Product: COC/C=C/C=1C=C(CNC2CC2)C=C(C1)C(F)(F)F (N-[3-[(1E)-3-Methoxyprop-1-en-1-yl]-5-(trifluoromethyl)benzyl]cyclopropanamine). RXN SMILES: [CH3:1][O:2][CH2:3]/[CH:4]=[CH:5]/[C:6]1[CH:7]=[C:8]([CH:11]=[C:12]([C:14]([F:17])([F:16])[F:15])[CH:13]=1)[CH:9]=O.[CH:18]1([NH2:21])[CH2:20][CH2:19]1.[O-]S([O-])(=O)=O.[Mg+2].[BH4-].[Na+]>C(Cl)Cl.CO.C1COCC1>[CH3:1][O:2][CH2:3]/[CH:4]=[CH:5]/[C:6]1[CH:7]=[C:8]([CH:11]=[C:12]([C:14]([F:17])([F:16])[F:15])[CH:13]=1)[CH2:9][NH:21][CH:18]1[CH2:20][CH2:19]1 |f:2.3,4.5|. Reported procedure: 3-[(1E)-3-Methoxyprop-1-en-1-yl]-5-(trifluoromethyl)benzaldehyde (1 eq.) from the previous step and cyclopropylamine (2 eq.) were combined in CH2Cl2 (0.2 M). To this was then added MgSO4 (1.5 eq.) and the resulting suspension was stirred at RT for 18 h. The insolubles were then removed via filtration through a pad of celite and the filtrate was concentrated in vacuo. The crude imine thus obtained was then re-taken up in a 2:1 (v/v) mixture of THF:MeOH (0.2 M). To this solution was added sodium b...